Dataset: the Open Reaction Database (ORD), a public repository of structured organic reaction records. Task: describe an organic reaction: reactants, conditions, products, and yield The reactants are BrC=1C=C(C(=C(C1)F)F)OCC1=CC=CC=C1 (5-bromo-1,2-difluoro-3-[(phenylmethyl)oxy]benzene), C(CC(=O)OCC)(=O)OCC (diethyl propanedioate), C(=O)([O-])[O-].[Cs+].[Cs+] (Cs2CO3), O1CCOCC1 (dioxane). Reagents/catalysts: CC(C)(C)P(C(C)(C)C)C(C)(C)C.CC(C)(C)P(C(C)(C)C)C(C)(C)C.[Pd] (Pd(t-Bu3P)2). Solvent: CCOC(=O)C (EtOAc), O (H2O). Conditions: temperature 80 celsius, time 8 hour. Product: FC=1C=C(C=C(C1F)OCC1=CC=CC=C1)CC(=O)OCC (Ethyl {3,4-difluoro-5-[(phenylmethyl)oxy]phenyl}acetate). The yield is 17.8%. Reaction SMILES: Br[C:2]1[CH:3]=[C:4]([O:10][CH2:11][C:12]2[CH:17]=[CH:16][CH:15]=[CH:14][CH:13]=2)[C:5]([F:9])=[C:6]([F:8])[CH:7]=1.C(OCC)(=O)[CH2:19][C:20]([O:22][CH2:23][CH3:24])=[O:21].C([O-])([O-])=O.[Cs+].[Cs+].O1CCOCC1>CC(P(C(C)(C)C)C(C)(C)C)(C)C.CC(P(C(C)(C)C)C(C)(C)C)(C)C.[Pd].CCOC(C)=O.O>[F:8][C:6]1[CH:7]=[C:2]([CH2:19][C:20]([O:22][CH2:23][CH3:24])=[O:21])[CH:3]=[C:4]([O:10][CH2:11][C:12]2[CH:17]=[CH:16][CH:15]=[CH:14][CH:13]=2)[C:5]=1[F:9] |f:2.3.4,6.7.8|. Procedure: 5-bromo-1,2-difluoro-3-[(phenylmethyl)oxy]benzene (10 g, 33.3 mmol), diethyl propanedioate (6.9 g, 43.3 mmol), Cs2CO3 (108 g, 333 mmol), and dioxane (200 mL) were combined in a sealed flask and N2 was bubbled through the solution for 15 minutes. Pd(t-Bu3P)2 (1.7 g, 3.33 mmol) was then added and the flask was sealed. The solution was heated to 80° C. and stirred vigorously. After 8 h, the temperature was increased to 120° C. After 3 days, it was cooled and H2O and EtOAc were added. The aqueous la... Starting materials: NC1=NC=C(C=C1)Br (2-amino-5-bromopridine), C(C)S(=O)(=O)C1=CC=C(C=C1)B(O)O (4-(ethylsulfonyl)phenylboronic acid), C(=O)([O-])[O-].[Na+].[Na+] (Na2CO3). The reagents and catalysts are C=1C=CC(=CC1)[P](C=2C=CC=CC2)(C=3C=CC=CC3)[Pd]([P](C=4C=CC=CC4)(C=5C=CC=CC5)C=6C=CC=CC6)([P](C=7C=CC=CC7)(C=8C=CC=CC8)C=9C=CC=CC9)[P](C=1C=CC=CC1)(C=1C=CC=CC1)C=1C=CC=CC1 (Pd(PPh3)4). Solvent: CCCCO (n-BuOH). Conditions: temperature 100 celsius. Yields the product C(C)S(=O)(=O)C1=CC=C(C=C1)C=1C=CC(=NC1)N (5-(4-(ethylsulfonyl)phenyl)pyridin-2-amine). Isolated yield 46.5%. As a reaction SMILES: [NH2:1][C:2]1[CH:7]=[CH:6][C:5](Br)=[CH:4][N:3]=1.[CH2:9]([S:11]([C:14]1[CH:19]=[CH:18][C:17](B(O)O)=[CH:16][CH:15]=1)(=[O:13])=[O:12])[CH3:10].C([O-])([O-])=O.[Na+].[Na+]>CCCCO.C1C=CC([P]([Pd]([P](C2C=CC=CC=2)(C2C=CC=CC=2)C2C=CC=CC=2)([P](C2C=CC=CC=2)(C2C=CC=CC=2)C2C=CC=CC=2)[P](C2C=CC=CC=2)(C2C=CC=CC=2)C2C=CC=CC=2)(C2C=CC=CC=2)C2C=CC=CC=2)=CC=1>[CH2:9]([S:11]([C:14]1[CH:19]=[CH:18][C:17]([C:5]2[CH:6]=[CH:7][C:2]([NH2:1])=[N:3][CH:4]=2)=[CH:16][CH:15]=1)(=[O:12])=[O:13])[CH3:10] |f:2.3.4,^1:37,39,58,77|. Reported procedure: In particular, a slurry of 2-amino-5-bromopridine (1.24 g, 4.67 mmol), 4-(ethylsulfonyl)phenylboronic acid (1.10 g, 5.14 mmol), and Pd(PPh3)4 (0.16 g, 0.13 mmol) in n-BuOH (20 mL) was treated with 2.0 M aq. Na2CO3 (4.5 mL). The reaction was sparged with dry N2 under sonication for 10 min to degas, and then refluxed for 16 h at 100° C. At completion, the reaction was cooled to room temperature and concentrated to dryness. The residue was partitioned between EtOAc (50 mL) and water (30 mL). The la... Run in C1CCOC1 (THF). Procedure: To a solution of 5,6-difluoro-2-(5-fluoropyridin-3-yl)-1H-benzo[d]imidazol-1-ol 0.15 g, 0.0003 mol) in THF (3.5 ml) was added NaH (0.045 g, 0.0011 mol) at room temperature. After stirring for 5 min at room temperature MeI (0.04 mL, 0.00059 mol) was added in one shot and further stirred for another 1 hr. After the consumption of the starting material (by TLC) the reaction mixture was washed with H2O and extracted with EtOAc (2×30 mL). The organic phase was dried and concentrated under vacuum. The... RXN SMILES: [F:1][C:2]1[C:18]([F:19])=[CH:17][C:5]2[N:6]([OH:16])[C:7]([C:9]3[CH:10]=[N:11][CH:12]=[C:13]([F:15])[CH:14]=3)=[N:8][C:4]=2[CH:3]=1.[H-].[Na+].[CH3:22]I>C1COCC1>[F:1][C:2]1[C:18]([F:19])=[CH:17][C:5]2[N:6]([O:16][CH3:22])[C:7]([C:9]3[CH:10]=[N:11][CH:12]=[C:13]([F:15])[CH:14]=3)=[N:8][C:4]=2[CH:3]=1 |f:1.2|. Starting materials: FC1=CC2=C(N(C(=N2)C=2C=NC=C(C2)F)O)C=C1F (5,6-difluoro-2-(5-fluoropyridin-3-yl)-1H-benzo[d]imidazol-1-ol), [H-].[Na+] (NaH), CI (MeI). Conditions: time 1 hour. Product: FC1=CC2=C(N(C(=N2)C=2C=NC=C(C2)F)OC)C=C1F (5,6-difluoro-2-(5-fluoropyridin-3-yl)-1-methoxy-1H-benzimidazole). Starting materials: COCCO, CCN(C(C)C)C(C)C, COCC#Cc1cc(Cl)c(Nc2ncnc3cc(OCCCCl)c(OC)cc23)c2c1OCO2, ClCCl, FCCN1CCNCC1. The product is COCC#Cc1cc(Cl)c(Nc2ncnc3cc(OCCCN4CCN(CCF)CC4)c(OC)cc23)c2c1OCO2. Reaction SMILES: [CH3:52][O:53][CH2:54][CH2:55][OH:56].[CH:43]([N:44]([CH:45]([CH3:46])[CH3:47])[CH2:48][CH3:49])([CH3:50])[CH3:51].[Cl:1][c:2]1[c:3]([NH:16][c:17]2[n:18][cH:19][n:20][c:21]3[cH:22][c:23]([O:29][CH2:30][CH2:31][CH2:32][Cl:33])[c:24]([O:27][CH3:28])[cH:25][c:26]23)[c:4]2[c:5]([c:9]([C:11]#[C:12][CH2:13][O:14][CH3:15])[cH:10]1)[O:6][CH2:7][O:8]2.[Cl:57][CH2:58][Cl:59].[F:34][CH2:35][CH2:36][N:37]1[CH2:38][CH2:39][NH:40][CH2:41][CH2:42]1>>[Cl:1][c:2]1[c:3]([NH:16][c:17]2[n:18][cH:19][n:20][c:21]3[cH:22][c:23]([O:29][CH2:30][CH2:31][CH2:32][N:40]4[CH2:39][CH2:38][N:37]([CH2:36][CH2:35][F:34])[CH2:42][CH2:41]4)[c:24]([O:27][CH3:28])[cH:25][c:26]23)[c:4]2[c:5]([c:9]([C:11]#[C:12][CH2:13][O:14][CH3:15])[cH:10]1)[O:6][CH2:7][O:8]2.